Dataset: the Open Reaction Database (ORD), a public repository of structured organic reaction records. Task: describe an organic reaction: reactants, conditions, products, and yield Starting materials: C, CC(=O)O, COC(=O)c1ccc(C=C2CCOC2=O)cc1, [Pd]. The product is COC(=O)c1ccc(CC2CCOC2=O)cc1. RXN SMILES: [C:22].[CH3:18][C:19](=[O:20])[OH:21].[O:1]=[C:2]1[O:3][CH2:4][CH2:5][C:6]1=[CH:7][c:8]1[cH:9][cH:10][c:11]([C:12](=[O:13])[O:14][CH3:15])[cH:16][cH:17]1.[Pd:23]>>[O:1]=[C:2]1[O:3][CH2:4][CH2:5][CH:6]1[CH2:7][c:8]1[cH:9][cH:10][c:11]([C:12](=[O:13])[O:14][CH3:15])[cH:16][cH:17]1. Starting materials: CCCCCC, CN(C)C=O, CC(C)NC(C)C, Cc1cc(C)c2c(C#N)cn(C(c3ccc(F)cc3)c3ccc(F)cc3)c2n1, [Li]CCCC, C1CCOC1, O. The product is Cc1cc(C)c2c(C#N)c(C=O)n(C(c3ccc(F)cc3)c3ccc(F)cc3)c2n1. Reaction SMILES: [CH3:13][CH2:14][CH2:15][CH2:16][CH2:17][CH3:18].[CH3:47][N:48]([CH:49]=[O:50])[CH3:51].[CH:1]([NH:2][CH:3]([CH3:4])[CH3:5])([CH3:6])[CH3:7].[F:19][c:20]1[cH:21][cH:22][c:23]([CH:26]([n:27]2[cH:28][c:29]([C:38]#[N:39])[c:30]3[c:31]2[n:32][c:33]([CH3:37])[cH:34][c:35]3[CH3:36])[c:40]2[cH:41][cH:42][c:43]([F:46])[cH:44][cH:45]2)[cH:24][cH:25]1.[Li:8][CH2:9][CH2:10][CH2:11][CH3:12].[O:52]1[CH2:53][CH2:54][CH2:55][CH2:56]1.[OH2:57]>>[F:19][c:20]1[cH:21][cH:22][c:23]([CH:26]([n:27]2[c:28]([CH:49]=[O:50])[c:29]([C:38]#[N:39])[c:30]3[c:31]2[n:32][c:33]([CH3:37])[cH:34][c:35]3[CH3:36])[c:40]2[cH:41][cH:42][c:43]([F:46])[cH:44][cH:45]2)[cH:24][cH:25]1. Reactants: O=C([O-])[O-], CNCCNC, COc1ccc2c(c1)NC(=O)C2, [Cu]I, Fc1ccc(I)cc1, [K+], [K+]. Yields the product COc1ccc2c(c1)N(c1ccc(F)cc1)C(=O)C2. Reaction SMILES: [C:19](=[O:20])([O-:21])[O-:22].[CH3:13][NH:14][CH2:15][CH2:16][NH:17][CH3:18].[CH3:1][O:2][c:3]1[cH:4][cH:5][c:6]2[c:10]([cH:11]1)[NH:9][C:8](=[O:12])[CH2:7]2.[Cu:33][I:34].[F:25][c:26]1[cH:27][cH:28][c:29]([I:32])[cH:30][cH:31]1.[K+:23].[K+:24]>>[CH3:1][O:2][c:3]1[cH:4][cH:5][c:6]2[c:10]([cH:11]1)[N:9]([c:29]1[cH:28][cH:27][c:26]([F:25])[cH:31][cH:30]1)[C:8](=[O:12])[CH2:7]2. The reactants are CN(C=O)C (dimethylformamide), N1(CCCCC1)CC1=CC(=NC=C1)OC\C=C/CNC(CCCCl)=O (N-[4-(4-piperidinomethyl-2-pyridyloxy)-cis-2-butenyl]-4-chlorobutyramide), [H-].[Na+] (sodium hydride), CN(C=O)C (dimethylformamide), CN(C=O)C (dimethylformamide), C(C)(=S)O (thioacetic acid). Run in C(C)(=O)OCC (Ethyl acetate). Conditions: time 30 minute. The product is N1(CCCCC1)CC1=CC(=NC=C1)OC\C=C/CNC(CCCSC(C)=O)=O (N-[4-(4-Piperidinomethyl-2-pyridyloxy)-cis-2-butenyl]-4-(acetylthio)butyramide). RXN SMILES: [H-].[Na+].CN(C)C=O.[C:8]([OH:11])(=[S:10])[CH3:9].[N:12]1([CH2:18][C:19]2[CH:24]=[CH:23][N:22]=[C:21]([O:25][CH2:26]/[CH:27]=[CH:28]\[CH2:29][NH:30][C:31](=[O:36])[CH2:32][CH2:33][CH2:34]Cl)[CH:20]=2)[CH2:17][CH2:16][CH2:15][CH2:14][CH2:13]1>C(OCC)(=O)C>[N:12]1([CH2:18][C:19]2[CH:24]=[CH:23][N:22]=[C:21]([O:25][CH2:26]/[CH:27]=[CH:28]\[CH2:29][NH:30][C:31](=[O:36])[CH2:32][CH2:33][CH2:34][S:10][C:8](=[O:11])[CH3:9])[CH:20]=2)[CH2:17][CH2:16][CH2:15][CH2:14][CH2:13]1 |f:0.1|. Procedure details: 0.50 g of sodium hydride (as a 55% w/w dispersion in mineral oil) was added to 80 ml of dimethylformamide under an atmosphere of nitrogen gas, and then 10 ml of a dimethylformamide solution containing 0.81 ml of thioacetic acid was added to the resulting mixture. The mixture was then stirred at room temperature for 30 minutes. At the end of this time, 30 ml of a dimethylformamide solution containing 3.79 g of N-[4-(4-piperidinomethyl-2-pyridyloxy)-cis-2-butenyl]-4-chlorobutyramide (prepared as d... Reactants: C(#N)CC(=O)NC1=CC=CC=C1 (2-cyanoacetanilide), COC(N(C)C)OC (N,N-dimethylformamide dimethylacetal). Yields the product C(#N)C(C(=O)NC1=CC=CC=C1)=CN(C)C (2-cyano-3-dimethylamino-acrylanilide). As a reaction SMILES: [C:1]([CH2:3][C:4]([NH:6][C:7]1[CH:12]=[CH:11][CH:10]=[CH:9][CH:8]=1)=[O:5])#[N:2].CO[CH:15](OC)[N:16]([CH3:18])[CH3:17]>>[C:1]([C:3](=[CH:15][N:16]([CH3:18])[CH3:17])[C:4]([NH:6][C:7]1[CH:12]=[CH:11][CH:10]=[CH:9][CH:8]=1)=[O:5])#[N:2]. Procedure details: A 10.0 g. amount of 2-cyanoacetanilide in 25 ml. of N,N-dimethylformamide dimethylacetal is heated on a steam bath for 2-6 hours. The reaction mixture volatiles are removed in vacuo and the resultant solid is dissolved in dichloromethane. The solution is passed through a short column of hydrous magnesium silicate, then n-hexane is added to the effluent until crystallization is noted. After cooling, the product is collected by filtration to give 2-cyano-3-dimethylamino-acrylanilide as colorless p... The reactants are C[Ge](C1=CC=C(C=C1)C1(OCCO1)C)(C)C (2-(4-trimethylgermylphenyl)-2-methyl-1,3-dioxolane), C1(=CC=C(C=C1)S(=O)(=O)[O-])C.[NH+]1=CC=CC=C1 (pyridinium p-toluenesulfonate), O (water). The solvent is CC(=O)C (acetone). Run at time 1.5 day. Yields the product C[Ge](C1=CC=C(C=C1)C(C)=O)(C)C (p-Trimethylgermylacetophenone). RXN SMILES: [CH3:1][Ge:2]([CH3:16])([CH3:15])[C:3]1[CH:8]=[CH:7][C:6]([C:9]2([CH3:14])OCC[O:10]2)=[CH:5][CH:4]=1.C1(C)C=CC(S([O-])(=O)=O)=CC=1.[NH+]1C=CC=CC=1.O>CC(C)=O>[CH3:15][Ge:2]([CH3:1])([CH3:16])[C:3]1[CH:8]=[CH:7][C:6]([C:9](=[O:10])[CH3:14])=[CH:5][CH:4]=1 |f:1.2|. Procedure details: A solution of 420 mg (1.5 mmol) of 2-(4-trimethylgermylphenyl)-2-methyl-1,3-dioxolane and 56 mg (0.19 mmol) of pyridinium p-toluenesulfonate (PPTS) in 1.35 g (62.5 mmol) of water and 10 ml of acetone was refluxed for 2 hours and stirred at room temperature for 1.5 days. The reaction mixture was extracted with petroleum ether. The extract was washed successively with 2N hydrochloric acid, water and sat.aq.NaHCO3, dried and evaporated. Starting materials: O=P(OCCBr)(OCc1ccccc1)OCc1ccccc1, CCOC(C)=O, [H-], [Na+], CN(C)C=O, O=c1c2ccc(O)cc2oc2cc(N3CCOCC3)cc(O)c12. The product is O=c1c2ccc(OCCOP(=O)(OCc3ccccc3)OCc3ccccc3)cc2oc2cc(N3CCOCC3)cc(O)c12. As a reaction SMILES: [Br:26][CH2:27][CH2:28][O:29][P:30]([O:31][CH2:32][c:33]1[cH:34][cH:35][cH:36][cH:37][cH:38]1)([O:39][CH2:40][c:41]1[cH:42][cH:43][cH:44][cH:45][cH:46]1)=[O:47].[CH3:53][CH2:54][O:55][C:56]([CH3:57])=[O:58].[H-:24].[Na+:25].[O:48]=[CH:49][N:50]([CH3:51])[CH3:52].[OH:1][c:2]1[cH:3][c:4]([N:18]2[CH2:19][CH2:20][O:21][CH2:22][CH2:23]2)[cH:5][c:6]2[o:7][c:8]3[cH:9][c:10]([OH:17])[cH:11][cH:12][c:13]3[c:14](=[O:16])[c:15]12>>[OH:1][c:2]1[cH:3][c:4]([N:18]2[CH2:19][CH2:20][O:21][CH2:22][CH2:23]2)[cH:5][c:6]2[o:7][c:8]3[cH:9][c:10]([O:17][CH2:27][CH2:28][O:29][P:30]([O:31][CH2:32][c:33]4[cH:34][cH:35][cH:36][cH:37][cH:38]4)([O:39][CH2:40][c:41]4[cH:42][cH:43][cH:44][cH:45][cH:46]4)=[O:47])[cH:11][cH:12][c:13]3[c:14](=[O:16])[c:15]12. As a reaction SMILES: [CH2:1]([Li])[CH2:2][CH2:3][CH3:4].C([O:8][B:9](OCC)[O:10]CC)C.O.S(=O)(=O)(O)O.[CH2:22]1[CH2:27][CH2:26][CH2:25][CH2:24][CH2:23]1.[C:28]([O:31][CH2:32][CH3:33])(=O)C>O1CCCC1>[C:22]1([CH2:28][O:31][C:32]2[CH:33]=[CH:4][C:3]([B:9]([OH:10])[OH:8])=[CH:2][CH:1]=2)[CH:27]=[CH:26][CH:25]=[CH:24][CH:23]=1 |f:4.5|. Reported procedure: 143 ml of a solution of n-Butyllithium (nBuLi) is added dropwise, under inert gas and at -78° C., to 47.08 g of the product obtained in Stage A in 375 ml of tetrahydrofuran (THF), agitation is carried out for 1 hour, then 36.5 ml of triethylborate is added. Agitation is carried out for 14 hours, while leaving the temperature to rise to 20° C., and the reaction medium is hydrolyzed using a solution of ice-cooled water containing 45 ml of concentrated sulphuric acid, for 1 hour at 20° C. The aqueo... The solvent is O1CCCC1 (tetrahydrofuran). The reactants are O (water), S(O)(O)(=O)=O (sulphuric acid), C(C)OB(OCC)OCC (triethylborate), solution, C(CCC)[Li] (n-Butyllithium), product, C1CCCCC1.C(C)(=O)OCC (cyclohexane ethyl acetate). Product: C1(=CC=CC=C1)COC1=CC=C(C=C1)B(O)O ([4-(phenylmethoxy)phenyl]-boronic acid). Reaction conditions: time 1 hour. Starting materials: C(CC)N(N1C=CC2=CC(=CC=C12)O)C1=CC=NC=C1 (1-(propyl-4-pyridinylamino)-1H-indol-5-ol), C(=O)(N1C=NC=C1)N1C=NC=C1 (1,1'-carbonyldiimidazole), C([O-])(O)=O.[Na+] (sodium bicarbonate), C(CCCCCC)N (heptylamine). Run in C(C)(=O)O (acetic acid), C(C)(=O)O (acetic acid), O1CCCC1 (tetrahydrofuran), O (water), O1CCCC1 (tetrahydrofuran). Reaction conditions: time 24 hour. Yields the product C(CCCCCC)NC(OC=1C=C2C=CN(C2=CC1)N(C1=CC=NC=C1)CCC)=O (1-(Propyl-4-pyridinylamino)-1H-indol-5-yl heptylcarbamate). Reaction SMILES: [CH2:1]([N:4]([C:15]1[CH:20]=[CH:19][N:18]=[CH:17][CH:16]=1)[N:5]1[C:13]2[C:8](=[CH:9][C:10]([OH:14])=[CH:11][CH:12]=2)[CH:7]=[CH:6]1)[CH2:2][CH3:3].[C:21]([N:28]1[CH:32]=[CH:31]N=C1)(N1C=CN=C1)=[O:22].[CH2:33](N)[CH2:34][CH2:35][CH2:36][CH2:37]CC.C(=O)(O)[O-].[Na+]>O1CCCC1.O.C(O)(=O)C>[CH2:32]([NH:28][C:21](=[O:22])[O:14][C:10]1[CH:9]=[C:8]2[C:13](=[CH:12][CH:11]=1)[N:5]([N:4]([CH2:1][CH2:2][CH3:3])[C:15]1[CH:20]=[CH:19][N:18]=[CH:17][CH:16]=1)[CH:6]=[CH:7]2)[CH2:31][CH2:33][CH2:34][CH2:35][CH2:36][CH3:37] |f:3.4|. Procedure: To 1-(propyl-4-pyridinylamino)-1H-indol-5-ol (2.5 g) in 50 ml tetrahydrofuran was added 1,1'-carbonyldiimidazole (1.83 g) portionwise, and the reaction was allowed to proceed for 24 hours. To this mixture was added glacial acetic acid (2.15 ml) followed by a solution of heptylamine (1.45 ml) in tetrahydrofuran which had been treated with 0.56 ml of acetic acid. The reaction mixture was then stirred for 21 hours. The mixture was diluted with water, basified with sodium bicarbonate, and extracted ...